From a dataset of the Open Reaction Database (ORD), a public repository of structured organic reaction records. describe an organic reaction: reactants, conditions, products, and yield The reactants are CO, [H][H], CC1(C)OCC(COc2ccc(CCCC(N)C#N)cc2)O1, N. The product is CC1(C)OCC(COc2ccc(CCCC(N)CN)cc2)O1. Reaction SMILES: [CH3:26][OH:27].[H:24][H:25].[NH2:1][CH:2]([C:3]#[N:4])[CH2:5][CH2:6][CH2:7][c:8]1[cH:9][cH:10][c:11]([O:14][CH2:15][CH:16]2[O:17][C:18]([CH3:21])([CH3:22])[O:19][CH2:20]2)[cH:12][cH:13]1.[NH3:23]>>[NH2:1][CH:2]([CH2:3][NH2:4])[CH2:5][CH2:6][CH2:7][c:8]1[cH:9][cH:10][c:11]([O:14][CH2:15][CH:16]2[O:17][C:18]([CH3:21])([CH3:22])[O:19][CH2:20]2)[cH:12][cH:13]1.